Dataset: the Open Reaction Database (ORD), a public repository of structured organic reaction records. Task: describe an organic reaction: reactants, conditions, products, and yield Starting materials: BrCC(=O)O (2-bromoacetic acid), ClC1=CC=C(OC2=CC=C(OC(C(=O)Cl)C)C=C2)C=C1 (2-(4-(4-Chlorophenoxy)phenoxy)propionic acid chloride), BrC(C(=O)O)CC (2-bromobutyric acid), BrC(C(=O)O)CCC (2-bromovaleric acid). Product: ClC1=CC=C(OC2=CC=C(OCC(=O)Cl)C=C2)C=C1 (4-(4-chlorophenoxy)phenoxyacetic acid chloride). Reaction SMILES: BrCC(O)=O.BrC(CC)C(O)=O.BrC(CCC)C(O)=O.[Cl:21][C:22]1[CH:40]=[CH:39][C:25]([O:26][C:27]2[CH:38]=[CH:37][C:30]([O:31][CH:32](C)[C:33]([Cl:35])=[O:34])=[CH:29][CH:28]=2)=[CH:24][CH:23]=1>>[Cl:21][C:22]1[CH:23]=[CH:24][C:25]([O:26][C:27]2[CH:38]=[CH:37][C:30]([O:31][CH2:32][C:33]([Cl:35])=[O:34])=[CH:29][CH:28]=2)=[CH:39][CH:40]=1. Reported procedure: 2-bromoacetic acid, (b) 2-bromobutyric acid, and (c) 2-bromovaleric acid in the above (A), were used to obtain (a'), 4-(4-chlorophenoxy)phenoxyacetic acid chloride, (b') 2-(4-(4-chlorophenoxy)phenoxybutyric acid chloride, (c') 2-(4-(4-chlorophenoxy)phenoxy)valeric acid chloride, respectively. Also, by using (d) 4-bromonitrobenzene instead of 4-bromochlorobenzene in the above (a), (d') 2-(4-(4-nitrophenoxy)phenoxy)propionic acid chloride was obtained.